Dataset: the Open Reaction Database (ORD), a public repository of structured organic reaction records. Task: describe an organic reaction: reactants, conditions, products, and yield Reactants: C(C)OC(/C(/C=1SC(=CC1)OCCOC1=CC2=CC=CC=C2C=C1)=N/OCC=C)=O ((Z)-5-[2-(2-naphthalenyloxy)ethoxy]-alpha-[(2propenyloxy)imino]-2-thiopheneacetic acid ethyl ester), [OH-].[Na+] (sodium hydroxide). Run in CO (methanol), O1CCCC1 (tetrahydrofuran). Reaction conditions: temperature 50 celsius. Product: C1=C(C=CC2=CC=CC=C12)OCCOC1=CC=C(S1)\C(\C(=O)O)=N/OCC=C ((Z)-5-[2-(2-naphthalenyloxy)ethoxy]-alpha-[(2-propenyloxy)imino]-2-thiopheneacetic acid). Yield: 59.8%. As a reaction SMILES: C([O:3][C:4](=[O:30])/[C:5](=[N:25]/[O:26][CH2:27][CH:28]=[CH2:29])/[C:6]1[S:7][C:8]([O:11][CH2:12][CH2:13][O:14][C:15]2[CH:24]=[CH:23][C:22]3[C:17](=[CH:18][CH:19]=[CH:20][CH:21]=3)[CH:16]=2)=[CH:9][CH:10]=1)C.[OH-].[Na+]>CO.O1CCCC1>[CH:16]1[C:17]2[C:22](=[CH:21][CH:20]=[CH:19][CH:18]=2)[CH:23]=[CH:24][C:15]=1[O:14][CH2:13][CH2:12][O:11][C:8]1[S:7][C:6](/[C:5](=[N:25]\[O:26][CH2:27][CH:28]=[CH2:29])/[C:4]([OH:30])=[O:3])=[CH:10][CH:9]=1 |f:1.2|. Procedure: As in Example 306, a solution of (Z)-5-[2-(2-naphthalenyloxy)ethoxy]-alpha-[(2propenyloxy)imino]-2-thiopheneacetic acid ethyl ester (0.102 g) in methanol (2 mL) and tetrahydrofuran (1 mL) was treated with 4N sodium hydroxide (0.5 mL) and the stirred mixture was heated at 50° C. for 30 minutes. After the normal work up, the product was crystallized from ethyl acetate-hexane to furnish 0.057 g of (Z)-5-[2-(2-naphthalenyloxy)ethoxy]-alpha-[(2-propenyloxy)imino]-2-thiopheneacetic acid, mp 114°-115° ... Starting materials: [N+](=O)(O)[O-].ClC1=CC=C(C=C1)CCC1(OCC(O1)COC1=C(C=CC=C1)Cl)CN1C=NC=C1 (1-[[2-(2-(4-Chlorophenyl)ethyl)-4-(2-chlorophenoxymethyl)-1,3-dioxolan-2-yl]methyl]imidazole nitrate), C([O-])([O-])=O.[K+].[K+] (potassium carbonate). Run in ClCCl (dichloromethane). The product is ClC1=CC=C(C=C1)CCC1(OCC(O1)COC1=C(C=CC=C1)Cl)CN1C=NC=C1 (1-[[2-(2-(4-chlorophenyl)ethyl)-4-(2-chlorophenoxymethyl)-1,3-dioxolan-2-yl]methyl]imidazole). RXN SMILES: [N+]([O-])(O)=O.[Cl:5][C:6]1[CH:11]=[CH:10][C:9]([CH2:12][CH2:13][C:14]2([CH2:28][N:29]3[CH:33]=[CH:32][N:31]=[CH:30]3)[O:18][CH:17]([CH2:19][O:20][C:21]3[CH:26]=[CH:25][CH:24]=[CH:23][C:22]=3[Cl:27])[CH2:16][O:15]2)=[CH:8][CH:7]=1.C(=O)([O-])[O-].[K+].[K+]>ClCCl>[Cl:5][C:6]1[CH:7]=[CH:8][C:9]([CH2:12][CH2:13][C:14]2([CH2:28][N:29]3[CH:33]=[CH:32][N:31]=[CH:30]3)[O:18][CH:17]([CH2:19][O:20][C:21]3[CH:26]=[CH:25][CH:24]=[CH:23][C:22]=3[Cl:27])[CH2:16][O:15]2)=[CH:10][CH:11]=1 |f:0.1,2.3.4|. Procedure details: 1-[[2-(2-(4-Chlorophenyl)ethyl)-4-(2-chlorophenoxymethyl)-1,3-dioxolan-2-yl]methyl]imidazole nitrate (2.0 g) in 100 ml of dichloromethane was shaken with excess dilute potassium carbonate solution until the salt was completely dissolved. The organic layer was then separated, washed twice with water, dried over magnesium sulfate and evaporated to yield 1-[[2-(2-(4-chlorophenyl)ethyl)-4-(2-chlorophenoxymethyl)-1,3-dioxolan-2-yl]methyl]imidazole as an oil. Product: CC(C)(Cc1cccc(OCCC23CC4CC(CC(C4)C2)C3)c1)NCC(O[Si](C)(C)C(C)(C)C)c1ccc(OCc2ccccc2)c2[nH]c(=O)ccc12. Reaction SMILES: [CH2:25]([c:26]1[cH:27][cH:28][cH:29][cH:30][cH:31]1)[O:32][c:33]1[cH:34][cH:35][c:36]([CH:44]([CH2:45][Br:46])[O:47][Si:48]([CH3:49])([CH3:50])[C:51]([CH3:52])([CH3:53])[CH3:54])[c:37]2[cH:38][cH:39][c:40](=[O:43])[nH:41][c:42]12.[CH3:1][C:2]([CH2:3][c:4]1[cH:5][c:6]([O:10][CH2:11][CH2:12][C:13]23[CH2:14][CH:15]4[CH2:16][CH:17]([CH2:18][CH:19]([CH2:20]2)[CH2:21]4)[CH2:22]3)[cH:7][cH:8][cH:9]1)([CH3:23])[NH2:24].[CH3:62][N:63]1[CH2:64][CH2:65][CH2:66][C:67]1=[O:68].[I-:56].[Na+:55].[Na+:57].[OH2:69].[OH:58][C:59](=[O:60])[O-:61]>>[CH3:1][C:2]([CH2:3][c:4]1[cH:5][c:6]([O:10][CH2:11][CH2:12][C:13]23[CH2:14][CH:15]4[CH2:16][CH:17]([CH2:18][CH:19]([CH2:20]2)[CH2:21]4)[CH2:22]3)[cH:7][cH:8][cH:9]1)([CH3:23])[NH:24][CH2:45][CH:44]([c:36]1[cH:35][cH:34][c:33]([O:32][CH2:25][c:26]2[cH:27][cH:28][cH:29][cH:30][cH:31]2)[c:42]2[c:37]1[cH:38][cH:39][c:40](=[O:43])[nH:41]2)[O:47][Si:48]([CH3:49])([CH3:50])[C:51]([CH3:52])([CH3:53])[CH3:54]. Reactants: CC(C)(C)[Si](C)(C)OC(CBr)c1ccc(OCc2ccccc2)c2[nH]c(=O)ccc12, CC(C)(N)Cc1cccc(OCCC23CC4CC(CC(C4)C2)C3)c1, CN1CCCC1=O, [I-], [Na+], [Na+], O, O=C([O-])O. Reactants: BrC1=CC=C(CBr)C=C1 (4-bromobenzyl bromide), O=C1CCN(CC1)C(=O)OC(C)(C)C (tert-butyl 4-oxopiperidine-1-carboxylate), [Cl-].[NH4+] (ammonium chloride), [Mg] (magnesium), BrCCBr (1,2-dibromoethane). Run in C(C)OCC (diethyl ether), C(C)OCC (diethyl ether), C(C)OCC (diethyl ether). Run at time 20 minute. Yields the product BrC1=CC=C(CC2(CCN(CC2)C(=O)OC(C)(C)C)O)C=C1 (tert-butyl 4-(4-bromobenzyl)-4-hydroxypiperidine-1-carboxylate). Yield: 40.4%. RXN SMILES: [Mg].BrCCBr.[Br:6][C:7]1[CH:14]=[CH:13][C:10]([CH2:11]Br)=[CH:9][CH:8]=1.[O:15]=[C:16]1[CH2:21][CH2:20][N:19]([C:22]([O:24][C:25]([CH3:28])([CH3:27])[CH3:26])=[O:23])[CH2:18][CH2:17]1.[Cl-].[NH4+]>C(OCC)C>[Br:6][C:7]1[CH:14]=[CH:13][C:10]([CH2:11][C:16]2([OH:15])[CH2:17][CH2:18][N:19]([C:22]([O:24][C:25]([CH3:27])([CH3:26])[CH3:28])=[O:23])[CH2:20][CH2:21]2)=[CH:9][CH:8]=1 |f:4.5|. Procedure: To a suspension of magnesium (2.9 g) in diethyl ether (50 mL) was added dropwise 1,2-dibromoethane (0.90 mL) at room temperature, and the reaction mixture was vigorously stirred at room temperature for 20 min. To the reaction mixture was added dropwise a solution of 4-bromobenzyl bromide (25 g) in diethyl ether (150 mL) over 30 min or more at 0° C., and then added dropwise a solution of tert-butyl 4-oxopiperidine-1-carboxylate (16 g) in diethyl ether (200 mL) over 30 min or more 0° C. The reacti... Starting materials: C(\C=C\C(=O)O)(=O)O.O([N+](=O)[O-])C1CCN(CC1)CCCCCC (4-nitroxy-1-hexylpiperidine fumarate), O([N+](=O)[O-])C1CCNCC1 (4-nitroxypiperidine), C(CCCCC)Br (n-hexyl bromide). The solvent is C(C)O (ethanol). Yields the product C(\C=C\C(=O)O)(=O)O.C(C)N1CCC(CC1)O[N+](=O)[O-] (1-Ethyl-4-nitroxypiperidine fumarate). Isolated yield 50.0%. Reaction SMILES: [C:1]([OH:8])(=[O:7])/[CH:2]=[CH:3]/[C:4]([OH:6])=[O:5].[O:9]([CH:13]1[CH2:18][CH2:17][N:16]([CH2:19][CH2:20]CCCC)[CH2:15][CH2:14]1)[N+:10]([O-:12])=[O:11].O(C1CCNCC1)[N+]([O-])=O.C(Br)CCCCC>C(O)C>[C:1]([OH:8])(=[O:7])/[CH:2]=[CH:3]/[C:4]([OH:6])=[O:5].[CH2:19]([N:16]1[CH2:17][CH2:18][CH:13]([O:9][N+:10]([O-:12])=[O:11])[CH2:14][CH2:15]1)[CH3:20] |f:0.1,5.6|. Procedure details: 4-nitroxy-1-hexylpiperidine fumarate from 4-nitroxypiperidine and n-hexyl bromide; yield 50% of theory; solvent: ethanol; m.p. 102°-103° C. Reactants: [Li]CCCC, COS(=O)(=O)OC, CC(C)NC(C)C, [Cl-], [NH4+], C1CCOC1, CC(C)(C)C(=O)N1C(=O)CCC1Cc1ccc(-c2ccccc2)cc1. Product: CC1CC(Cc2ccc(-c3ccccc3)cc2)N(C(=O)C(C)(C)C)C1=O. RXN SMILES: [CH2:1]([Li:2])[CH2:3][CH2:4][CH3:5].[CH3:38][O:39][S:40]([O:41][CH3:42])(=[O:43])=[O:44].[CH:6]([NH:7][CH:8]([CH3:9])[CH3:10])([CH3:11])[CH3:12].[Cl-:50].[NH4+:51].[O:45]1[CH2:46][CH2:47][CH2:48][CH2:49]1.[c:13]1(-[c:32]2[cH:33][cH:34][cH:35][cH:36][cH:37]2)[cH:14][cH:15][c:16]([CH2:19][CH:20]2[CH2:21][CH2:22][C:23](=[O:31])[N:24]2[C:25]([C:26]([CH3:27])([CH3:28])[CH3:29])=[O:30])[cH:17][cH:18]1>>[CH3:1][CH:22]1[CH2:21][CH:20]([CH2:19][c:16]2[cH:15][cH:14][c:13](-[c:32]3[cH:33][cH:34][cH:35][cH:36][cH:37]3)[cH:18][cH:17]2)[N:24]([C:25]([C:26]([CH3:27])([CH3:28])[CH3:29])=[O:30])[C:23]1=[O:31]. Starting materials: CCC(=O)[O-], CCC(=O)OC(=O)CC, Cl, [Na+], O=Cc1ccc(Sc2ccncc2)cc1. The product is Cl, CC(=Cc1ccc(Sc2ccncc2)cc1)C(=O)O. Reaction SMILES: [C:17]([CH2:18][CH3:19])(=[O:20])[O-:21].[C:23]([O:24][C:25](=[O:26])[CH2:27][CH3:28])(=[O:29])[CH2:30][CH3:31].[ClH:1].[Na+:22].[n:2]1[cH:3][cH:4][c:5]([S:8][c:9]2[cH:10][cH:11][c:12]([CH:13]=[O:14])[cH:15][cH:16]2)[cH:6][cH:7]1>>[ClH:1].[n:2]1[cH:3][cH:4][c:5]([S:8][c:9]2[cH:10][cH:11][c:12]([CH:13]=[C:18]([C:17](=[O:20])[OH:21])[CH3:19])[cH:15][cH:16]2)[cH:6][cH:7]1.